Dataset: the Open Reaction Database (ORD), a public repository of structured organic reaction records. Task: describe an organic reaction: reactants, conditions, products, and yield Reaction SMILES: [CH2:1]([O:3][C:4]1[CH:9]=[CH:8][C:7]([S:10]([N:13]2[CH2:18][CH2:17][N:16]([CH3:19])[CH2:15][CH2:14]2)(=[O:12])=[O:11])=[CH:6][C:5]=1[CH2:20][OH:21])[CH3:2]>O=[Mn]=O>[CH2:1]([O:3][C:4]1[CH:9]=[CH:8][C:7]([S:10]([N:13]2[CH2:18][CH2:17][N:16]([CH3:19])[CH2:15][CH2:14]2)(=[O:11])=[O:12])=[CH:6][C:5]=1[CH:20]=[O:21])[CH3:2]. Procedure details: MnO2 (100 g, 1.15 mol) was loaded into a flask, followed by 1-(4-ethoxy-3-hydroxymethylphenylsulfonyl)-4-methylpiperazine (15 g, 0.05 mol, from step (b) above). This was washed with acetone (150 mL) and the suspension stirred for 3 hours. The MnO2 was filtered off onto Celite® and the filtrate concentrated under vacuum to give a pale yellow oil. This was recrystallised from toluene to give the title compound as a pale green solid (7.4 g, 47%). Starting materials: C(C)OC1=C(C=C(C=C1)S(=O)(=O)N1CCN(CC1)C)CO (1-(4-ethoxy-3-hydroxymethylphenylsulfonyl)-4-methylpiperazine). Reaction conditions: time 3 hour. Yields the product C(C)OC1=C(C=C(C=C1)S(=O)(=O)N1CCN(CC1)C)C=O (1-(4-Ethoxy-3-formylphenylsulfonyl)-4-methylpiperazine). The reagents and catalysts are O=[Mn]=O (MnO2). Isolated yield 47.4%. Reactants: N1=C(C=CC=C1)CC1=C(NC(C2=CC=C(C=C2)OC)=O)C=CC=C1 (2'-(2-pyridylmethyl)-p-anisanilide), C(C)(=O)O (acetic acid). The reagents and catalysts are [Pd] (palladium on carbon). The product is N1C(CCCC1)CC1=C(C(=O)NC2=CC=CC=C2)C=CC(=C1)OC (2-piperidylmethyl-p-anisanilide). RXN SMILES: N1C=CC=CC=1C[C:8]1[CH:24]=[CH:23][CH:22]=[CH:21][C:9]=1[NH:10][C:11](=[O:20])[C:12]1[CH:17]=[CH:16][C:15]([O:18][CH3:19])=[CH:14][CH:13]=1.[C:25](O)(=O)[CH3:26]>[Pd]>[NH:10]1[CH2:9][CH2:8][CH2:24][CH2:23][CH:25]1[CH2:26][C:17]1[CH:16]=[C:15]([O:18][CH3:19])[CH:14]=[CH:13][C:12]=1[C:11]([NH:10][C:9]1[CH:8]=[CH:24][CH:23]=[CH:22][CH:21]=1)=[O:20]. Procedure: Reduction of 2'-(2-pyridylmethyl)-p-anisanilide (4.65 g., 0.0146 mole) according to the procedure of Walker, J. Org. Chem., 27, 2966 (1962), in 150 ml. of acetic acid with 2.35 g. of 10% palladium on carbon catalyst affords 2'-(2-piperidylmethyl-p-anisanilide, m.p. 108° -109° C. (corr.), from benzene-hexane. The reactants are CCC12CC(O)C(O)(c3cccnc3)CC1CCc1cc(O[Si](C)(C)C(C)(C)C)ccc12, CC(=O)O, CCCC[N+](CCCC)(CCCC)CCCC, [F-], C1CCOC1. Yields the product CCC12CC(O)C(O)(c3cccnc3)CC1CCc1cc(O)ccc12. Reaction SMILES: [C:1]([Si:2]([CH3:3])([CH3:4])[O:6][c:7]1[cH:8][cH:9][c:10]2[c:19]([cH:20]1)[CH2:18][CH2:17][CH:16]1[C:11]2([CH2:29][CH3:30])[CH2:12][CH:13]([OH:28])[C:14]([OH:21])([c:22]2[cH:23][n:24][cH:25][cH:26][cH:27]2)[CH2:15]1)([CH3:5])([CH3:31])[CH3:32].[CH3:33][C:34](=[O:35])[OH:36].[CH3:38][CH2:39][CH2:40][CH2:41][N+:42]([CH2:43][CH2:44][CH2:45][CH3:46])([CH2:47][CH2:48][CH2:49][CH3:50])[CH2:51][CH2:52][CH2:53][CH3:54].[F-:37].[O:55]1[CH2:56][CH2:57][CH2:58][CH2:59]1>>[OH:6][c:7]1[cH:8][cH:9][c:10]2[c:19]([cH:20]1)[CH2:18][CH2:17][CH:16]1[C:11]2([CH2:29][CH3:30])[CH2:12][CH:13]([OH:28])[C:14]([OH:21])([c:22]2[cH:23][n:24][cH:25][cH:26][cH:27]2)[CH2:15]1.